This data is from the Open Reaction Database (ORD), a public repository of structured organic reaction records. The task is: describe an organic reaction: reactants, conditions, products, and yield Starting materials: CC(=O)C (Acetone), [O-]S(=O)(=O)[O-].[Mg+2] (MgSO4), C1(=CC=C(C=C1)S(=O)(=O)O)C (para-toluene sulfonic acid), C(C(CCO)O)O (Butane-1,2,4-triol). The solvent is CO (MeOH). Reaction conditions: time 5 day. Yields the product OCCC1OC(OC1)(C)C (4-(2-Hydroxyethyl)-2,2-dimethyl-1,3-dioxolane). The yield is 75.0%. RXN SMILES: [CH2:1]([OH:7])[CH:2]([OH:6])[CH2:3][CH2:4][OH:5].[CH3:8][C:9]([CH3:11])=O.[O-]S([O-])(=O)=O.[Mg+2].C1(C)C=CC(S(O)(=O)=O)=CC=1>CO>[OH:5][CH2:4][CH2:3][CH:2]1[CH2:1][O:7][C:9]([CH3:11])([CH3:8])[O:6]1 |f:2.3|. Procedure details: Butane-1,2,4-triol (5.0 g, 47 mmol) was dissolved in MeOH (5 ml). Acetone (20 ml), MgSO4 (ca. 500 mg), and para-toluene sulfonic acid (p-TsOH) (catalytic amount) were added, and the mixture was allowed to stir for 5 days at room temperature. The mixture was filtered and the filtrate concentrated under reduced pressure. Methylene chloride (CH2Cl2) (20 ml) and water (20 ml) were added, the layers were separated, and the organic layer was washed with water (2×20 ml). The organic layer was dried (Mg... The reactants are ClCCN1C(OCC1)=O (3-(2-chloroethyl)oxazolidin-2-one), NCCCC (1-aminobutane). Solvent: O (water). Product: C(CCC)N1C(N(CC1)CCO)=O (1-butyl-3-(2-hydroxyethyl)imidazolidin-2-one). The yield is 72.0%. Reaction SMILES: Cl[CH2:2][CH2:3][N:4]1[CH2:8][CH2:7][O:6][C:5]1=[O:9].[NH2:10][CH2:11][CH2:12][CH2:13][CH3:14]>O>[CH2:11]([N:10]1[CH2:2][CH2:3][N:4]([CH2:8][CH2:7][OH:6])[C:5]1=[O:9])[CH2:12][CH2:13][CH3:14]. Procedure: 6.17 g of 3-(2-chloroethyl)oxazolidin-2-one and 6.45 g of 1-aminobutane were stirred together for 30 hours at room temperature and then at reflux for 6 hours. The cooled reaction mixture was diluted with water and extracted with ether. The organic extracts were dried and concentrated to give 5.53 g (70%) of crude 1-butyl-3-(2-hydroxyethyl)imidazolidin-2-one. A dry 250 ml flask equipped with nitrogen inlet, refluxcondenser and stirring bar was charged with 1.34 g of hexane washed 60% NaH/oil and ... The reactants are CC(C)(C)P(c1ccccc1-c1ccccc1)C(C)(C)C, CN(C(=O)OC(C)(C)C)C1CCNC1, CC(C)(C)[O-], Cc1ccccc1, Clc1ccnc(-c2ccsc2)c1, [Na+], CC(=O)[O-], CC(=O)[O-], O, [Pd+2]. The product is CN(C(=O)OC(C)(C)C)C1CCN(c2ccnc(-c3ccsc3)c2)C1. Reaction SMILES: [C:13]([P:14]([C:15]([CH3:16])([CH3:17])[CH3:18])[c:19]1[cH:20][cH:21][cH:22][cH:23][c:24]1-[c:25]1[cH:26][cH:27][cH:28][cH:29][cH:30]1)([CH3:31])([CH3:32])[CH3:33].[C:34]([CH3:35])([CH3:36])([CH3:37])[O:38][C:39]([N:40]([CH:41]1[CH2:42][NH:43][CH2:44][CH2:45]1)[CH3:46])=[O:47].[CH3:48][C:49]([CH3:50])([O-:51])[CH3:52].[CH3:54][c:55]1[cH:56][cH:57][cH:58][cH:59][cH:60]1.[Cl:1][c:2]1[cH:3][c:4](-[c:8]2[cH:9][s:10][cH:11][cH:12]2)[n:5][cH:6][cH:7]1.[Na+:53].[O-:62][C:63]([CH3:64])=[O:65].[O-:66][C:67]([CH3:68])=[O:69].[OH2:70].[Pd+2:61]>>[c:2]1([N:43]2[CH2:42][CH:41]([N:40]([C:39]([O:38][C:34]([CH3:35])([CH3:36])[CH3:37])=[O:47])[CH3:46])[CH2:45][CH2:44]2)[cH:3][c:4](-[c:8]2[cH:9][s:10][cH:11][cH:12]2)[n:5][cH:6][cH:7]1. Starting materials: CO, N#Cc1cc(F)c(Cl)nc1Cl, Cl. Yields the product NCc1cc(F)c(Cl)nc1Cl. RXN SMILES: [CH3:13][OH:14].[Cl:2][c:3]1[c:4]([C:5]#[N:6])[cH:7][c:8]([F:12])[c:9]([Cl:11])[n:10]1.[ClH:1]>>[Cl:2][c:3]1[c:4]([CH2:5][NH2:6])[cH:7][c:8]([F:12])[c:9]([Cl:11])[n:10]1. Starting materials: CC1(OCCO1)C1=CC=C(O1)CN1N=C(C=C1)N (1-[5-(2-methyl-[1,3]dioxolan-2-yl)-furan-2-ylmethyl]-1H-pyrazol-3-ylamine), C(C)(C)C=1OC(=C(N1)C(=O)O)C1=CC=CC=C1 (2-isopropyl-5-phenyl-oxazole-4-carboxylic acid). Product: C(C)(=O)C1=CC=C(O1)CN1N=C(C=C1)NC(=O)C=1N=C(OC1C1=CC=CC=C1)C(C)C (2-Isopropyl-5-phenyl-oxazole-4-carboxylic acid [1-(5-acetyl-furan-2-ylmethyl)-1H-pyrazol-3-yl]-amide). RXN SMILES: [CH3:1][C:2]1([C:7]2[O:11][C:10]([CH2:12][N:13]3[CH:17]=[CH:16][C:15]([NH2:18])=[N:14]3)=[CH:9][CH:8]=2)[O:6]CCO1.[CH:19]([C:22]1[O:23][C:24]([C:30]2[CH:35]=[CH:34][CH:33]=[CH:32][CH:31]=2)=[C:25]([C:27](O)=[O:28])[N:26]=1)([CH3:21])[CH3:20]>>[C:2]([C:7]1[O:11][C:10]([CH2:12][N:13]2[CH:17]=[CH:16][C:15]([NH:18][C:27]([C:25]3[N:26]=[C:22]([CH:19]([CH3:21])[CH3:20])[O:23][C:24]=3[C:30]3[CH:31]=[CH:32][CH:33]=[CH:34][CH:35]=3)=[O:28])=[N:14]2)=[CH:9][CH:8]=1)(=[O:6])[CH3:1]. Reported procedure: Following general procedure B followed by C, starting from 1-[5-(2-methyl-[1,3]dioxolan-2-yl)-furan-2-ylmethyl]-1H-pyrazol-3-ylamine and 2-isopropyl-5-phenyl-oxazole-4-carboxylic acid. LC-MS-conditions 02: tR=1.08 min; [M+H]+=419.3. The reactants are [H][H] (hydrogen), BrCC(C)(OC)OC (1-bromo-2,2-dimethoxy propane), OC=1C=C(C(=O)N)C=CC1 (3-Hydroxybenzamide), [H-].[Na+] (sodium hydride), CN(C=O)C (N,N-dimethylformamide). The solvent is O (water). The product is COC(COC=1C=C(C(=O)N(C)C)C=CC1)(C)OC (3-(2,2-Dimethoxy-1-propoxy)N,N-dimethylbenzamide). Reaction SMILES: [OH:1][C:2]1[CH:3]=[C:4]([CH:8]=[CH:9][CH:10]=1)C(N)=O.[H-].[Na+].[H][H].Br[CH2:16][C:17]([O:21][CH3:22])([O:19][CH3:20])[CH3:18].[CH3:23][N:24]([CH3:27])[CH:25]=[O:26]>O>[CH3:20][O:19][C:17]([O:21][CH3:22])([CH3:18])[CH2:16][O:1][C:2]1[CH:10]=[C:9]([CH:8]=[CH:4][CH:3]=1)[C:25]([N:24]([CH3:27])[CH3:23])=[O:26] |f:1.2|. Reported procedure: 3-Hydroxybenzamide can be added to a stirred suspension of sodium hydride (1.0 g 50% in nujol, 20 mmol) in 20 ml of dry N,N-dimethylformamide under N2. The mixture can then be stirred until hydrogen evolution ceases and then treated with 1-bromo-2,2-dimethoxy propane at room temperature. After refluxing 10 hours, the mixture can be diluted with water to obtain the title compound. Reactants: BrCC1CO1, c1ccc2c(c1)CCNC2, CC#N, [Na+], [Na+], O=C([O-])[O-]. Yields the product c1ccc2c(c1)CCN(CC1CO1)C2. Reaction SMILES: [Br:17][CH2:18][CH:19]1[CH2:20][O:21]1.[CH2:1]1[NH:2][CH2:3][CH2:4][c:5]2[cH:6][cH:7][cH:8][cH:9][c:10]21.[CH3:22][C:23]#[N:24].[Na+:11].[Na+:12].[O-:13][C:14](=[O:15])[O-:16]>>[CH2:1]1[N:2]([CH2:18][CH:19]2[CH2:20][O:21]2)[CH2:3][CH2:4][c:5]2[cH:6][cH:7][cH:8][cH:9][c:10]21. Reactants: COC(C)(OC)c1cnc(NC(=O)C(C)(C)C)cn1, CCO, CCOC(C)=O, [Na+], [OH-]. Product: COC(C)(OC)c1cnc(N)cn1. As a reaction SMILES: [CH3:1][O:2][C:3]([CH3:4])([O:5][CH3:6])[c:7]1[n:8][cH:9][c:10]([NH:13][C:14](=[O:15])[C:16]([CH3:17])([CH3:18])[CH3:19])[n:11][cH:12]1.[CH3:22][CH2:23][OH:24].[CH3:25][CH2:26][O:27][C:28](=[O:29])[CH3:30].[Na+:21].[OH-:20]>>[CH3:1][O:2][C:3]([CH3:4])([O:5][CH3:6])[c:7]1[n:8][cH:9][c:10]([NH2:13])[n:11][cH:12]1.